Dataset: the Open Reaction Database (ORD), a public repository of structured organic reaction records. Task: describe an organic reaction: reactants, conditions, products, and yield Reactants: BrC1=CC=C(C=C1)OCCBr (2-bromoethyl p-bromophenyl ether), C(=O)N1CCNCC1 (1-formylpiperazine). Solvent: CC(C)O (2-propanol). Product: BrC1=CC=C(OCCN2CCNCC2)C=C1 (1-[2-(4-bromophenoxy)ethyl]-piperazine). Yield: 70.1%. As a reaction SMILES: [Br:1][C:2]1[CH:7]=[CH:6][C:5]([O:8][CH2:9][CH2:10]Br)=[CH:4][CH:3]=1.C([N:14]1[CH2:19][CH2:18][NH:17][CH2:16][CH2:15]1)=O>CC(O)C>[Br:1][C:2]1[CH:7]=[CH:6][C:5]([O:8][CH2:9][CH2:10][N:14]2[CH2:19][CH2:18][NH:17][CH2:16][CH2:15]2)=[CH:4][CH:3]=1. Reported procedure: A mixture of 56.0 g (0.2 moles) of 2-bromoethyl p-bromophenyl ether and 45.6 g (0.4 moles) of 1-formylpiperazine in 500 ml of 2-propanol was heated at reflux for 18 hours. The mixture was cooled and filtered. The filter was washed with 2-propanol and the filtrate was evaporated to an oil in vacuo. Water was added and the oil was extracted three times with about 200 ml of chloroform. The extracts were combined, dried over magnesium sulfate and filtered. The filtrate was evaporated to an oil to wh... Reactants: O=C([O-])[O-], CN(C)C1CCN(C(=O)c2cc3nccc(Cl)c3s2)C1, [Cs+], [Cs+], CNC(=O)c1c(C)n(C)c2cc(O)ccc12. Yields the product CNC(=O)c1c(C)n(C)c2cc(Oc3ccnc4cc(C(=O)N5CCC(N(C)C)C5)sc34)ccc12. Reaction SMILES: [C:37](=[O:38])([O-:39])[O-:40].[Cl:1][c:2]1[c:3]2[c:4]([n:5][cH:6][cH:7]1)[cH:8][c:9]([C:11](=[O:12])[N:13]1[CH2:14][CH:15]([N:18]([CH3:19])[CH3:20])[CH2:16][CH2:17]1)[s:10]2.[Cs+:41].[Cs+:42].[OH:21][c:22]1[cH:23][cH:24][c:25]2[c:26]([C:33](=[O:34])[NH:35][CH3:36])[c:27]([CH3:32])[n:28]([CH3:31])[c:29]2[cH:30]1>>[c:2]1([O:21][c:22]2[cH:23][cH:24][c:25]3[c:26]([C:33](=[O:34])[NH:35][CH3:36])[c:27]([CH3:32])[n:28]([CH3:31])[c:29]3[cH:30]2)[c:3]2[c:4]([n:5][cH:6][cH:7]1)[cH:8][c:9]([C:11](=[O:12])[N:13]1[CH2:14][CH:15]([N:18]([CH3:19])[CH3:20])[CH2:16][CH2:17]1)[s:10]2.